This data is from the Open Reaction Database (ORD), a public repository of structured organic reaction records. The task is: describe an organic reaction: reactants, conditions, products, and yield Starting materials: CCCCOC(=O)c1ncc2cc(Sc3ccccc3)ccc2c1O, CC(N)C(=O)O. Product: CC(NC(=O)c1ncc2cc(Sc3ccccc3)ccc2c1O)C(=O)O. RXN SMILES: [CH2:1]([O:2][C:6](=[O:7])[c:8]1[n:9][cH:10][c:11]2[cH:12][c:13]([S:19][c:20]3[cH:21][cH:22][cH:23][cH:24][cH:25]3)[cH:14][cH:15][c:16]2[c:17]1[OH:18])[CH2:3][CH2:4][CH3:5].[NH2:26][CH:27]([CH3:28])[C:29](=[O:30])[OH:31]>>[C:6](=[O:7])([c:8]1[n:9][cH:10][c:11]2[cH:12][c:13]([S:19][c:20]3[cH:21][cH:22][cH:23][cH:24][cH:25]3)[cH:14][cH:15][c:16]2[c:17]1[OH:18])[NH:26][CH:27]([CH3:28])[C:29](=[O:30])[OH:31]. The reactants are C[N+]1(CCCC1)CC2=C(N3[C@@H]([C@@H](C3=O)NC(=O)/C(=N\OC)/C4=CSC(=N4)N)SC2)C(=O)O.O.O.Cl.[Cl-] (cefepime dihydrochloride dihydrate), C(C[C@@H](C(=O)O)N)CN=C(N)N (L(+) arginine). Reaction conditions: time 32 minute. Product: C[N+]1(CCCC1)CC2=C(N3[C@@H]([C@@H](C3=O)NC(=O)/C(=N\OC)/C4=CSC(=N4)N)SC2)C(=O)O.O.O.Cl.[Cl-].C(C[C@@H](C(=O)O)N)CN=C(N)N (Cefepime Dihydrochloride Dihydrate L(+) Arginine). Reaction SMILES: [CH3:1][N+:2]1([CH2:7][C:8]2[CH2:29][S:28][C@@H:11]3[C@H:12]([NH:15][C:16](/[C:18](/[C:22]4[N:26]=[C:25]([NH2:27])[S:24][CH:23]=4)=[N:19]\[O:20][CH3:21])=[O:17])[C:13](=[O:14])[N:10]3[C:9]=2[C:30]([OH:32])=[O:31])[CH2:6][CH2:5][CH2:4][CH2:3]1.[OH2:33].O.[ClH:35].[Cl-].[CH2:37]([CH2:44][N:45]=[C:46]([NH2:48])[NH2:47])[CH2:38][C@H:39]([NH2:43])[C:40]([OH:42])=[O:41]>>[CH3:1][N+:2]1([CH2:7][C:8]2[CH2:29][S:28][C@@H:11]3[C@H:12]([NH:15][C:16](/[C:18](/[C:22]4[N:26]=[C:25]([NH2:27])[S:24][CH:23]=4)=[N:19]\[O:20][CH3:21])=[O:17])[C:13](=[O:14])[N:10]3[C:9]=2[C:30]([OH:32])=[O:31])[CH2:3][CH2:4][CH2:5][CH2:6]1.[OH2:41].[OH2:33].[ClH:35].[Cl-:35].[CH2:37]([CH2:44][N:45]=[C:46]([NH2:48])[NH2:47])[CH2:38][C@H:39]([NH2:43])[C:40]([OH:42])=[O:41] |f:0.1.2.3.4,6.7.8.9.10.11|. Procedure: Stable cefepime dihydrochloride dihydrate, 150 grams, and L(+) arginine, 86.25 g, were weighed and placed in a V-blender. The mixture was blended for 32 minutes. The blend was then screened through a 40 mesh US standard sieve, returned to the blender and blended for another 32 minutes. The reactants are O[C@H]1C[C@H](N(C1)C(=O)OC(C)(C)C)C(=O)OCC[Si](C)(C)C (1-tert-butyl 2-[2-(trimethylsilyl)ethyl] (2S,4S)-4-hydroxypyrrolidine-1,2-dicarboxylate), C1(=CC=CC=C1)C=1NC2=CC=C(C=C2C(C1)=O)C=C (2-phenyl-6-vinylquinolin-4(1H)-one), C1=CC=C(C=C1)P(C2=CC=CC=C2)C3=CC=CC=C3 (PPh3), CCOC(=O)/N=N/C(=O)OCC (diethylazodicarboxylate), C1=CC=C(C=C1)P(C2=CC=CC=C2)C3=CC=CC=C3 (PPh3), CCOC(=O)/N=N/C(=O)OCC (diethylazodicarboxylate). Solvent: C1CCOC1 (THF). Reaction conditions: temperature 0 celsius, time 16 hour. Product: C1(=CC=CC=C1)C1=NC2=CC=C(C=C2C(=C1)O[C@@H]1C[C@H](N(C1)C(=O)OC(C)(C)C)C(=O)OCC[Si](C)(C)C)C=C (1-tert-butyl 2-[2-(trimethylsilyl)ethyl] (2S,4R)-4-[(2-phenyl-6-vinylquinolin-4-yl)oxy]pyrrolidine-1,2-dicarboxylate). Yield: 50.2%. RXN SMILES: [OH:1][C@@H:2]1[CH2:6][N:5]([C:7]([O:9][C:10]([CH3:13])([CH3:12])[CH3:11])=[O:8])[C@H:4]([C:14]([O:16][CH2:17][CH2:18][Si:19]([CH3:22])([CH3:21])[CH3:20])=[O:15])[CH2:3]1.[C:23]1([C:29]2[NH:30][C:31]3[C:36]([C:37](=O)[CH:38]=2)=[CH:35][C:34]([CH:40]=[CH2:41])=[CH:33][CH:32]=3)[CH:28]=[CH:27][CH:26]=[CH:25][CH:24]=1.C1C=CC(P(C2C=CC=CC=2)C2C=CC=CC=2)=CC=1.CCOC(/N=N/C(OCC)=O)=O>C1COCC1>[C:23]1([C:29]2[CH:38]=[C:37]([O:1][C@H:2]3[CH2:6][N:5]([C:7]([O:9][C:10]([CH3:12])([CH3:13])[CH3:11])=[O:8])[C@H:4]([C:14]([O:16][CH2:17][CH2:18][Si:19]([CH3:22])([CH3:21])[CH3:20])=[O:15])[CH2:3]3)[C:36]3[C:31](=[CH:32][CH:33]=[C:34]([CH:40]=[CH2:41])[CH:35]=3)[N:30]=2)[CH:28]=[CH:27][CH:26]=[CH:25][CH:24]=1. Procedure: To a solution of 1-tert-butyl 2-[2-(trimethylsilyl)ethyl] (2S,4S)-4-hydroxypyrrolidine-1,2-dicarboxylate 3 (1.0 g, 3.02 mmol) in THF (30 mL) was added 2-phenyl-6-vinylquinolin-4(1H)-one 2 (0.78 g, 3.17 mmol) and PPh3 (1.19 g, 4.52 mmol). The flask was then cooled to 0° C. and diethylazodicarboxylate (0.713 mL, 4.52 mmol) was added slowly. The mixture was then warmed to RT and stirred overnight (16 h). At this time, the starting material to product ratio was 2:1. The reaction was re-cooled to 0° ... The reactants are CNC, CC(C)(C)OC(=O)N1CCC(CCn2c(-c3ccccc3)nc3c(Cl)nc4ccccc4c32)CC1, O. Yields the product CN(C)c1nc2ccccc2c2c1nc(-c1ccccc1)n2CCC1CCN(C(=O)OC(C)(C)C)CC1. Reaction SMILES: [CH3:36][NH:37][CH3:38].[Cl:1][c:2]1[n:3][c:4]2[cH:5][cH:6][cH:7][cH:8][c:9]2[c:10]2[c:11]1[n:12][c:13](-[c:30]1[cH:31][cH:32][cH:33][cH:34][cH:35]1)[n:14]2[CH2:15][CH2:16][CH:17]1[CH2:18][CH2:19][N:20]([C:23](=[O:24])[O:25][C:26]([CH3:27])([CH3:28])[CH3:29])[CH2:21][CH2:22]1.[OH2:39]>>[c:2]1([N:37]([CH3:36])[CH3:38])[n:3][c:4]2[cH:5][cH:6][cH:7][cH:8][c:9]2[c:10]2[c:11]1[n:12][c:13](-[c:30]1[cH:31][cH:32][cH:33][cH:34][cH:35]1)[n:14]2[CH2:15][CH2:16][CH:17]1[CH2:18][CH2:19][N:20]([C:23](=[O:24])[O:25][C:26]([CH3:27])([CH3:28])[CH3:29])[CH2:21][CH2:22]1. Yields the product CS(=O)(=O)Cc1nccn1CCCCc1ccc(OCc2coc(C=Cc3ccc(Br)cc3)n2)cc1. Reactants: ClCc1coc(C=Cc2ccc(Br)cc2)n1, CS(=O)(=O)Cc1nccn1CCCCc1ccc(O)cc1, [H-], [Na+]. Reaction SMILES: [Br:1][c:2]1[cH:3][cH:4][c:5]([CH:8]=[CH:9][c:10]2[o:11][cH:12][c:13]([CH2:15][Cl:16])[n:14]2)[cH:6][cH:7]1.[CH3:17][S:18](=[O:19])(=[O:20])[CH2:21][c:22]1[n:23]([CH2:27][CH2:28][CH2:29][CH2:30][c:31]2[cH:32][cH:33][c:34]([OH:37])[cH:35][cH:36]2)[cH:24][cH:25][n:26]1.[H-:38].[Na+:39]>>[Br:1][c:2]1[cH:3][cH:4][c:5]([CH:8]=[CH:9][c:10]2[o:11][cH:12][c:13]([CH2:15][O:37][c:34]3[cH:33][cH:32][c:31]([CH2:30][CH2:29][CH2:28][CH2:27][n:23]4[c:22]([CH2:21][S:18]([CH3:17])(=[O:19])=[O:20])[n:26][cH:25][cH:24]4)[cH:36][cH:35]3)[n:14]2)[cH:6][cH:7]1. Starting materials: O=C([O-])[O-], CO, CN(Cc1cccc(C#C[Si](C)(C)C)c1)C1CC1, [K+], [K+]. Product: C#Cc1cccc(CN(C)C2CC2)c1. As a reaction SMILES: [C:19](=[O:20])([O-:21])[O-:22].[CH3:25][OH:26].[CH:1]1([N:4]([CH2:5][c:6]2[cH:7][c:8]([C:12]#[C:13][Si:14]([CH3:15])([CH3:16])[CH3:17])[cH:9][cH:10][cH:11]2)[CH3:18])[CH2:2][CH2:3]1.[K+:23].[K+:24]>>[CH:1]1([N:4]([CH2:5][c:6]2[cH:7][c:8]([C:12]#[CH:13])[cH:9][cH:10][cH:11]2)[CH3:18])[CH2:2][CH2:3]1. Starting materials: COC(\C=C\N1C=NC2=C(C=C(C=C2C1=O)C(C)C)C(C)C)=O (trans-3-(6,8-diisopropyl-4-oxo-4H-quinazolin-3-yl)-2-propenoic acid methyl ester), Cl (hydrochloric acid). Run in O (water). Yields the product C(C)(C)C=1C=C2C(N(C=NC2=C(C1)C(C)C)/C=C/C(=O)O)=O (trans-3-(6,8-diisopropyl-4-oxo-4H-quinazolin-3-yl)-2-propenoic acid). As a reaction SMILES: C[O:2][C:3](=[O:23])/[CH:4]=[CH:5]/[N:6]1[C:15](=[O:16])[C:14]2[C:9](=[C:10]([CH:20]([CH3:22])[CH3:21])[CH:11]=[C:12]([CH:17]([CH3:19])[CH3:18])[CH:13]=2)[N:8]=[CH:7]1.Cl>O>[CH:17]([C:12]1[CH:13]=[C:14]2[C:9](=[C:10]([CH:20]([CH3:22])[CH3:21])[CH:11]=1)[N:8]=[CH:7][N:6](/[CH:5]=[CH:4]/[C:3]([OH:23])=[O:2])[C:15]2=[O:16])([CH3:18])[CH3:19]. Reported procedure: A mixture of 1.15 g. of trans-3-(6,8-diisopropyl-4-oxo-4H-quinazolin-3-yl)-2-propenoic acid methyl ester and 50 ml. of 6 N hydrochloric acid was stirred and refluxed for 20 minutes. After cooling to room temperature, 100 ml. of water was added and the reaction mixture was cooled and filtered to yield 0.60 g, mp 181°-182° of pure trans-3-(6,8-diisopropyl-4-oxo-4H-quinazolin-3-yl)-2-propenoic acid. The reactants are Brc1ccc2c3c(cccc13)COC2, CC1CNCCN1, CC(C)(C)[O-], Cc1ccccc1, [Na+], O=C(C=Cc1ccccc1)C=Cc1ccccc1, O=C(C=Cc1ccccc1)C=Cc1ccccc1, O=C(C=Cc1ccccc1)C=Cc1ccccc1, [Pd], [Pd]. The product is CC1CN(c2ccc3c4c(cccc24)COC3)CCN1. As a reaction SMILES: [Br:1][c:2]1[cH:3][cH:4][c:5]2[c:10]3[c:9]([cH:14][cH:13][cH:12][c:11]13)[CH2:8][O:7][CH2:6]2.[CH3:15][CH:16]1[NH:17][CH2:18][CH2:19][NH:20][CH2:21]1.[CH3:22][C:23]([CH3:24])([O-:25])[CH3:26].[CH3:28][c:29]1[cH:30][cH:31][cH:32][cH:33][cH:34]1.[Na+:27].[O:37]=[C:38]([CH:39]=[CH:40][c:41]1[cH:42][cH:43][cH:44][cH:45][cH:46]1)[CH:47]=[CH:48][c:49]1[cH:50][cH:51][cH:52][cH:53][cH:54]1.[O:55]=[C:56]([CH:57]=[CH:58][c:59]1[cH:60][cH:61][cH:62][cH:63][cH:64]1)[CH:65]=[CH:66][c:67]1[cH:68][cH:69][cH:70][cH:71][cH:72]1.[O:73]=[C:74]([CH:75]=[CH:76][c:77]1[cH:78][cH:79][cH:80][cH:81][cH:82]1)[CH:83]=[CH:84][c:85]1[cH:86][cH:87][cH:88][cH:89][cH:90]1.[Pd:35].[Pd:36]>>[c:2]1([N:20]2[CH2:19][CH2:18][NH:17][CH:16]([CH3:15])[CH2:21]2)[cH:3][cH:4][c:5]2[c:10]3[c:9]([cH:14][cH:13][cH:12][c:11]13)[CH2:8][O:7][CH2:6]2.